This data is from the Open Reaction Database (ORD), a public repository of structured organic reaction records. The task is: describe an organic reaction: reactants, conditions, products, and yield Starting materials: CCO, [H][H], O=C(O)C=Cc1ccc(CC2SCC(=O)N2CCC2(O)CCCCC2)cc1. The product is O=C(O)CCc1ccc(CC2SCC(=O)N2CCC2(O)CCCCC2)cc1. As a reaction SMILES: [CH3:30][CH2:31][OH:32].[H:28][H:29].[OH:1][C:2]1([CH2:8][CH2:9][N:10]2[CH:11]([CH2:16][c:17]3[cH:18][cH:19][c:20]([CH:21]=[CH:22][C:23](=[O:24])[OH:25])[cH:26][cH:27]3)[S:12][CH2:13][C:14]2=[O:15])[CH2:3][CH2:4][CH2:5][CH2:6][CH2:7]1>>[OH:1][C:2]1([CH2:8][CH2:9][N:10]2[CH:11]([CH2:16][c:17]3[cH:18][cH:19][c:20]([CH2:21][CH2:22][C:23](=[O:24])[OH:25])[cH:26][cH:27]3)[S:12][CH2:13][C:14]2=[O:15])[CH2:3][CH2:4][CH2:5][CH2:6][CH2:7]1.